From a dataset of the Open Reaction Database (ORD), a public repository of structured organic reaction records. describe an organic reaction: reactants, conditions, products, and yield The reactants are ClC=1C=C(C=CC1Cl)C1CC(CC2=CC=CC=C12)=O (4-(3,4-dichlorophenyl)-3,4-dihydro-1H-naphthalen-2-one), Cl.CN (methylamine hydrochloride), C(#N)[BH3-].[Na+] (sodium cyanoborohydride). Solvent: C1CCOC1 (THF), CO (methanol), CC(C)(C)OC (MTBE). Run at temperature 50 celsius. The product is ClC=1C=C(C=CC1Cl)C1CC(CC2=CC=CC=C12)NC (4-(3,4-dichlorophenyl)-N-methyl-1,2,3,4-tetrahydronaphthalen-2-amine). Yield: 54.0%. Reaction SMILES: [Cl:1][C:2]1[CH:3]=[C:4]([CH:9]2[C:18]3[C:13](=[CH:14][CH:15]=[CH:16][CH:17]=3)[CH2:12][C:11](=O)[CH2:10]2)[CH:5]=[CH:6][C:7]=1[Cl:8].Cl.CN.[C:23]([BH3-])#[N:24].[Na+]>C1COCC1.CO.CC(OC)(C)C>[Cl:1][C:2]1[CH:3]=[C:4]([CH:9]2[C:18]3[C:13](=[CH:14][CH:15]=[CH:16][CH:17]=3)[CH2:12][CH:11]([NH:24][CH3:23])[CH2:10]2)[CH:5]=[CH:6][C:7]=1[Cl:8] |f:1.2,3.4|. Procedure details: To a solution of ketone 5 (350 mg, 1.202 mmol) in THF (18 mL) and methanol (24 mL) was added methylamine hydrochloride (980 mg, 10 eq). After the solid dissolved, sodium cyanoborohydride (6.0 mL, 1 M in THF, 5 eq) was added in one portion. The mixture was heated in a 50° C. oil bath overnight before being quenched with aqueous sodium bicarbonate and extracted with MTBE. The combined organic layer was washed with brine and evaporated to give a brown-green oil. The oil was dissolved in MTBE and ex... Reactants: [Li]CCCC, O=C(C(Cl)(Cl)Cl)C(Cl)(Cl)Cl, Fc1ccc(Br)c(F)c1. Yields the product Fc1ccc(Br)c(F)c1Cl. As a reaction SMILES: [CH2:20]([Li:21])[CH2:22][CH2:23][CH3:24].[Cl:10][C:11]([Cl:12])([Cl:13])[C:14]([C:15]([Cl:16])([Cl:17])[Cl:18])=[O:19].[F:1][c:2]1[c:3]([Br:9])[cH:4][cH:5][c:6]([F:8])[cH:7]1>>[F:1][c:2]1[c:3]([Br:9])[cH:4][cH:5][c:6]([F:8])[c:7]1[Cl:10]. The product is ClC1=C(C=CC=C1Cl)N=C1SCCN1 (2-(2,3-dichlorophenylimino)-1,3-thiazolidine). Starting materials: [Cl-].ClCC[NH3+] (2-Chloroethylammonium chloride), ClC1=C(C=CC=C1Cl)N=C=S (2,3-dichlorophenyl isothiocyanate). Reported procedure: 2-Chloroethylammonium chloride (Entry 1) was reacted with 2,3-dichlorophenyl isothiocyanate according to Method C1a to give 2-(2,3-dichlorophenylimino)-1,3-thiazolidine, which was reacted with isobutyl bromide according to Method D2a to give 2-(2,3-dichlorophenylimino)-3-isobutyl-1,3-thiazolidine. Reaction SMILES: [Cl-].Cl[CH2:3][CH2:4][NH3+:5].[Cl:6][C:7]1[C:12]([Cl:13])=[CH:11][CH:10]=[CH:9][C:8]=1[N:14]=[C:15]=[S:16]>>[Cl:6][C:7]1[C:12]([Cl:13])=[CH:11][CH:10]=[CH:9][C:8]=1[N:14]=[C:15]1[NH:5][CH2:4][CH2:3][S:16]1 |f:0.1|. The reactants are [Al+3], CCCC1OC(C)(C)OC1CO, CCOCC, [H-], [H-], [H-], [H-], [Li+], Cc1ccc(S(=O)(=O)O)cc1. Product: CCCC1OC(C)(C)OC1C. RXN SMILES: [Al+3:25].[CH3:12][C:13]1([CH3:23])[O:14][CH:15]([CH2:20][CH2:21][CH3:22])[CH:16]([CH2:18][OH:19])[O:17]1.[CH3:30][CH2:31][O:32][CH2:33][CH3:34].[H-:24].[H-:27].[H-:28].[H-:29].[Li+:26].[c:1]1([CH3:2])[cH:3][cH:4][c:5]([S:6]([OH:7])(=[O:8])=[O:9])[cH:10][cH:11]1>>[CH3:12][C:13]1([CH3:23])[O:14][CH:15]([CH2:20][CH2:21][CH3:22])[CH:16]([CH3:18])[O:17]1. The reactants are CCOC(=O)CCc1cn(Cc2cc(OCC)cc(OCc3csc(-c4cnccn4)n3)c2)cc1-c1ccccc1, CCO, Cl, [Na+], C1CCOC1, [OH-]. Product: CCOc1cc(Cn2cc(CCC(=O)O)c(-c3ccccc3)c2)cc(OCc2csc(-c3cnccn3)n2)c1. As a reaction SMILES: [CH2:1]([CH3:2])[O:3][c:4]1[cH:5][c:6]([CH2:7][n:8]2[cH:9][c:10]([CH2:19][CH2:20][C:21](=[O:22])[O:23][CH2:24][CH3:25])[c:11](-[c:13]3[cH:14][cH:15][cH:16][cH:17][cH:18]3)[cH:12]2)[cH:26][c:27]([O:29][CH2:30][c:31]2[n:32][c:33](-[c:36]3[n:37][cH:38][cH:39][n:40][cH:41]3)[s:34][cH:35]2)[cH:28]1.[CH3:50][CH2:51][OH:52].[ClH:49].[Na+:43].[O:44]1[CH2:45][CH2:46][CH2:47][CH2:48]1.[OH-:42]>>[CH2:1]([CH3:2])[O:3][c:4]1[cH:5][c:6]([CH2:7][n:8]2[cH:9][c:10]([CH2:19][CH2:20][C:21](=[O:22])[OH:23])[c:11](-[c:13]3[cH:14][cH:15][cH:16][cH:17][cH:18]3)[cH:12]2)[cH:26][c:27]([O:29][CH2:30][c:31]2[n:32][c:33](-[c:36]3[n:37][cH:38][cH:39][n:40][cH:41]3)[s:34][cH:35]2)[cH:28]1. Reactants: CN1CCN(CC1)[C@H]1CC[C@H](CC1)N1N=C(C=2C1=NC=NC2N)C=2C=NC(=NC2)OC2=CC=CC=C2 (cis-1-[4-(4-methylpiperazino)cyclohexyl]-3-(2-phenoxy-5-pyrimidinyl)-1H-pyrazolo[3,4-d]pyrimidin-4-amine), C(\C=C/C(=O)O)(=O)O (maleic acid). Run in C(C)O (ethanol), C(C)O (ethanol). Yields the product C(\C=C/C(=O)O)(=O)O.C(\C=C/C(=O)O)(=O)O.CN1CCN(CC1)C1CCC(CC1)N1N=C(C=2C1=NC=NC2N)C=2C=NC(=NC2)OC2=CC=CC=C2 (1-[4-(4-methylpiperazino)cyclohexyl]-3-(2-phenoxy-5-pyrimidinyl)-1H-pyrazolo[3,4-d]pyrimidin-4-amine bis maleate). The yield is 87.5%. RXN SMILES: [CH3:1][N:2]1[CH2:7][CH2:6][N:5]([C@@H:8]2[CH2:13][CH2:12][C@H:11]([N:14]3[C:18]4=[N:19][CH:20]=[N:21][C:22]([NH2:23])=[C:17]4[C:16]([C:24]4[CH:25]=[N:26][C:27]([O:30][C:31]5[CH:36]=[CH:35][CH:34]=[CH:33][CH:32]=5)=[N:28][CH:29]=4)=[N:15]3)[CH2:10][CH2:9]2)[CH2:4][CH2:3]1.[C:37]([OH:44])(=[O:43])/[CH:38]=[CH:39]\[C:40]([OH:42])=[O:41]>C(O)C>[C:37]([OH:44])(=[O:43])/[CH:38]=[CH:39]\[C:40]([OH:42])=[O:41].[C:37]([OH:44])(=[O:43])/[CH:38]=[CH:39]\[C:40]([OH:42])=[O:41].[CH3:1][N:2]1[CH2:7][CH2:6][N:5]([CH:8]2[CH2:13][CH2:12][CH:11]([N:14]3[C:18]4=[N:19][CH:20]=[N:21][C:22]([NH2:23])=[C:17]4[C:16]([C:24]4[CH:25]=[N:26][C:27]([O:30][C:31]5[CH:32]=[CH:33][CH:34]=[CH:35][CH:36]=5)=[N:28][CH:29]=4)=[N:15]3)[CH2:10][CH2:9]2)[CH2:4][CH2:3]1 |f:3.4.5|. Procedure details: A solution of cis-1-[4-(4-methylpiperazino)cyclohexyl]-3-(2-phenoxy-5-pyrimidinyl)-1H-pyrazolo[3,4-d]pyrimidin-4-amine (int AW) (0.193 g, 0.00040 mol) in absolute ethanol (15 mL) was heated to reflux. A solution of maleic acid (0.184 g, 0.00159 mol) in absolute ethanol (10 mL) heated to 78° C. was added and the mixture was heated at reflux for 10 minutes. The mixture was allowed to cool to room temperature, and the white precipitate which formed was collected by filtration and washed with absolu...